This data is from the Open Reaction Database (ORD), a public repository of structured organic reaction records. The task is: describe an organic reaction: reactants, conditions, products, and yield The reactants are [N+](=O)([O-])C=1C=C2N=CC(=NC2=CC1)C(=O)OCC (Ethyl 6-nitroquinoxaline-2-carboxylate). Reagents/catalysts: [Pd] (Pd/C). The solvent is C(C)O (ethanol). Conditions: time 3 hour. The product is NC=1C=C2N=CC(=NC2=CC1)C(=O)OCC (Ethyl 6-aminoquinoxaline-2-carboxylate). The yield is 65.5%. Reaction SMILES: [N+:1]([C:4]1[CH:5]=[C:6]2[C:11](=[CH:12][CH:13]=1)[N:10]=[C:9]([C:14]([O:16][CH2:17][CH3:18])=[O:15])[CH:8]=[N:7]2)([O-])=O>C(O)C.[Pd]>[NH2:1][C:4]1[CH:5]=[C:6]2[C:11](=[CH:12][CH:13]=1)[N:10]=[C:9]([C:14]([O:16][CH2:17][CH3:18])=[O:15])[CH:8]=[N:7]2. Procedure: To a flask containing compound 7 (2.93 g, 11.9 mmol) in ethanol (500 mL) was added 10% Pd/C (300 mg). The mixture was degassed and stirred under a H2 atmosphere for 3 h 45. The catalyst was removed by filtration through Celite® 545, washed with ethanol (50 mL) and the filtrate was evaporated. The resulting crude product was purified by chromatography (Al2O3, CH2Cl2/EtOH, 99/1, v/v) to afford the title product 8 (1.69 g, 7.79 mmol) as a dark yellow solid. Yield 66%; Rf (Al2O3, CH2Cl2/EtOH, 99/1, ... Reactants: C1(CCC1)O (cyclobutanol), CC1(C(C1C=CC(=O)OCC1CC1)C(=O)O)C (2,2-dimethyl-3-(3-cyclopropylmethoxy-3-oxo-1-propenyl) cyclopropane-carboxylic acid), CC1(C(C1C=CC(=O)O)C(=O)[O-])C (2,2-dimethyl-3-(3-hydroxy-3-oxo-1-propenyl)-cyclopropane-carboxylate). Product: CC1(C(C1C=CC(=O)OCC1CC1)C(=O)O)C (2,2-dimethyl-3-(3-cyclopropylmethoxy-3-oxo-1-propenyl) cyclopropane-carboxylic acid), CC1(C(C1C=CC(=O)OC1CCC1)C(=O)[O-])C (2,2-dimethyl-3-(3-cyclobutoxy-3-oxo-1-propenyl)-cyclopropane-carboxylate). RXN SMILES: [CH3:1][C:2]1([CH3:17])[CH:4]([CH:5]=[CH:6][C:7]([O:9][CH2:10][CH:11]2[CH2:13][CH2:12]2)=[O:8])[CH:3]1[C:14]([OH:16])=[O:15].CC1(C)C(C=CC(O)=O)C1C([O-])=O.C1(O)CCC1>>[CH3:1][C:2]1([CH3:17])[CH:4]([CH:5]=[CH:6][C:7]([O:9][CH2:10][CH:11]2[CH2:13][CH2:12]2)=[O:8])[CH:3]1[C:14]([OH:16])=[O:15].[CH3:17][C:2]1([CH3:1])[CH:4]([CH:5]=[CH:6][C:7]([O:9][CH:10]2[CH2:11][CH2:13][CH2:12]2)=[O:8])[CH:3]1[C:14]([O-:16])=[O:15]. Reported procedure: Using the procedure of Example 84, 2.1 g of (R, S) cyano-2-(6-phenoxy-pyridyl)-methyl (1R, cis, ΔZ) 2,2-dimethyl-3-(3-hydroxy-3-oxo-1-propenyl)-cyclopropane-carboxylate and 1 ml of cyclobutanol were reacted and the oil residue was chromatographed over silica gel. Elution with an 8-1 cyclohexane-ethyl acetate mixture yielded 1.6 g of (R, S) cyano-2-(6-phenoxy-pyridyl)-methyl (1R, cis, ΔZ) 2,2-dimethyl-3-(3-cyclobutoxy-3-oxo-1-propenyl)-cyclopropane-carboxylate with a specific rotation of [α]D20 =... The reactants are C[Mg]Br (methylmagnesium bromide), C(C)(=O)OCC (ethyl acetate), ClC1=CC=C(C=C1)C1=NN2C(C=C(C=C2)C=2C=C(C=O)C=CC2)=C1 (3-[2-(4-chlorophenyl)pyrazolo[1,5-a]pyridin-5-yl]benzaldehyde), [Cl-].[NH4+] (ammonium chloride). Run in O1CCCC1 (tetrahydrofuran), O (water). Run at time 2 hour. Yields the product ClC1=CC=C(C=C1)C1=NN2C(C=C(C=C2)C=2C=C(C=CC2)C(C)O)=C1 (1-{3-[2-(4-chlorophenyl)pyrazolo[1,5-a]pyridin-5-yl]phenyl}ethanol). The yield is 52.9%. RXN SMILES: [Cl:1][C:2]1[CH:7]=[CH:6][C:5]([C:8]2[CH:24]=[C:11]3[CH:12]=[C:13]([C:16]4[CH:17]=[C:18]([CH:21]=[CH:22][CH:23]=4)[CH:19]=[O:20])[CH:14]=[CH:15][N:10]3[N:9]=2)=[CH:4][CH:3]=1.[CH3:25][Mg]Br.[Cl-].[NH4+].C(OCC)(=O)C>O1CCCC1.O>[Cl:1][C:2]1[CH:3]=[CH:4][C:5]([C:8]2[CH:24]=[C:11]3[CH:12]=[C:13]([C:16]4[CH:17]=[C:18]([CH:19]([OH:20])[CH3:25])[CH:21]=[CH:22][CH:23]=4)[CH:14]=[CH:15][N:10]3[N:9]=2)=[CH:6][CH:7]=1 |f:2.3|. Procedure: 0.085 g (0.26 mmol) of 3-[2-(4-chlorophenyl)pyrazolo[1,5-a]pyridin-5-yl]benzaldehyde is dissolved in 8 ml of tetrahydrofuran under a stream of nitrogen. The medium is cooled to 5° C. before slow addition of 0.30 ml (0.90 mmol) of a methylmagnesium bromide solution (3M in ethyl ether). The medium is subsequently stirred at ambient temperature for 2 hours. Neutralization is carried out by adding, under cold conditions and dropwise, a saturated aqueous ammonium chloride solution and then dilution i... Starting materials: CCOC(=O)N1C=Cc2ccccc2C1c1ccc(N(C)C)cc1, CCO. Product: CCOC(=O)N1CCc2ccccc2C1c1ccc(N(C)C)cc1. Reaction SMILES: [CH3:1][N:2]([c:3]1[cH:4][cH:5][c:6]([CH:9]2[N:10]([C:19](=[O:20])[O:21][CH2:22][CH3:23])[CH:11]=[CH:12][c:13]3[cH:14][cH:15][cH:16][cH:17][c:18]32)[cH:7][cH:8]1)[CH3:24].[CH3:25][CH2:26][OH:27]>>[CH3:1][N:2]([c:3]1[cH:4][cH:5][c:6]([CH:9]2[N:10]([C:19](=[O:20])[O:21][CH2:22][CH3:23])[CH2:11][CH2:12][c:13]3[cH:14][cH:15][cH:16][cH:17][c:18]32)[cH:7][cH:8]1)[CH3:24].